Task: describe an organic reaction: reactants, conditions, products, and yield. Dataset: the Open Reaction Database (ORD), a public repository of structured organic reaction records The reactants are Cn1ccc(Br)cc1=O, O=C([O-])[O-], C1COCCO1, CC(c1ccc(B2OC(C)(C)C(C)(C)O2)cc1)N1CCC(CC(C)(C)O)(C2CC2)OC1=O, [Cs+], [Cs+]. Yields the product CC(c1ccc(-c2ccn(C)c(=O)c2)cc1)N1CCC(CC(C)(C)O)(C2CC2)OC1=O. As a reaction SMILES: [Br:33][c:34]1[cH:35][c:36](=[O:41])[n:37]([CH3:40])[cH:38][cH:39]1.[C:42](=[O:43])([O-:44])[O-:45].[CH2:48]1[O:49][CH2:50][CH2:51][O:52][CH2:53]1.[CH:1]1([C:4]2([CH2:28][C:29]([CH3:30])([CH3:31])[OH:32])[CH2:5][CH2:6][N:7]([CH:11]([CH3:12])[c:13]3[cH:14][cH:15][c:16]([B:19]4[O:20][C:21]([CH3:22])([CH3:23])[C:24]([CH3:25])([CH3:26])[O:27]4)[cH:17][cH:18]3)[C:8](=[O:10])[O:9]2)[CH2:2][CH2:3]1.[Cs+:46].[Cs+:47]>>[CH:1]1([C:4]2([CH2:28][C:29]([CH3:30])([CH3:31])[OH:32])[CH2:5][CH2:6][N:7]([CH:11]([CH3:12])[c:13]3[cH:14][cH:15][c:16](-[c:34]4[cH:35][c:36](=[O:41])[n:37]([CH3:40])[cH:38][cH:39]4)[cH:17][cH:18]3)[C:8](=[O:10])[O:9]2)[CH2:2][CH2:3]1. Reactants: C(C)NCC1COC2=C(O1)C=CC=C2 (N-Ethyl-2,3-dihydro-1,4-benzodioxin-2-methanamine), CN(C)C=O (DMF), BrCCCOC1=CC=C2C=CC(OC2=C1)=O (7-(3-bromopropoxy)coumarin), C(C)(C)N(CC)C(C)C (diisopropylethylamine). Conditions: temperature 76 celsius. The product is O1C(COC2=C1C=CC=C2)CN(CCCOC=2C(OC1=C(C2)C=CC=C1)=O)CC (3-[[(2,3-Dihydro-1,4-benzodioxin-2-yl)methyl]ethylamino]propoxyl-2H-1-benzopyran-2-one). RXN SMILES: [CH2:1]([NH:3][CH2:4][CH:5]1[O:10][C:9]2[CH:11]=[CH:12][CH:13]=[CH:14][C:8]=2[O:7][CH2:6]1)[CH3:2].BrCCCO[C:20]1[CH:29]=[C:28]2[C:23]([CH:24]=[CH:25][C:26](=[O:30])[O:27]2)=[CH:22][CH:21]=1.C(N([CH:37]([CH3:39])C)CC)(C)C.CN([CH:43]=[O:44])C>>[O:10]1[C:9]2[CH:11]=[CH:12][CH:13]=[CH:14][C:8]=2[O:7][CH2:6][CH:5]1[CH2:4][N:3]([CH2:37][CH3:39])[CH2:1][CH2:2][CH2:43][O:44][C:25]1[C:26](=[O:30])[O:27][C:28]2[CH:29]=[CH:20][CH:21]=[CH:22][C:23]=2[CH:24]=1. Reported procedure: N-Ethyl-2,3-dihydro-1,4-benzodioxin-2-methanamine (4.67 g, 24.2 mmole), 7-(3-bromopropoxy)coumarin (6.92 g, 24.4 mmole), and diisopropylethylamine (6.70 ml, 38.5 mmole) were combined in 300 ml of DMF and heated at 76° C. for 24 hours under a nitrogen atmosphere. The solvent was then removed in vacuum and replaced with dichloromethane. The mixture was washed with an equal volume of saturated aqueous sodium bicarbonate, dried over magnesium sulfate, filtered and concentrated in vacuum. The residue...